Dataset: the Open Reaction Database (ORD), a public repository of structured organic reaction records. Task: describe an organic reaction: reactants, conditions, products, and yield Solvent: CC(=O)C (acetone). The reactants are S(O)(O)(=O)=O (sulphuric acid), FC(C1=CC=2C(C3=C(C=CC=C3SC2C=C1)C)=O)(F)F (2-trifluoromethyl-8-methyl-9-thioxanthone), 8-methyl, CC1=CC=2C(C3=CC=C(C=C3SC2C=C1)F)=O (2-methyl-6-fluoro-9-thioxanthone), 2-trifluoro-6-methyl-9-thioxanthone. As a reaction SMILES: S(=O)(=O)(O)O.CC1C=CC2SC3C(=CC=C(F)C=3)C(=O)C=2C=1.[F:23][C:24]([F:42])([F:41])[C:25]1[CH:38]=[CH:37][C:36]2[S:35][C:34]3[C:29](=[C:30]([CH3:39])[CH:31]=[CH:32][CH:33]=3)[C:28](=[O:40])[C:27]=2[CH:26]=1>CC(C)=O>[F:42][C:24]([F:41])([F:23])[C:25]1[CH:38]=[CH:37][C:36]2[S:35][C:34]3[C:33](=[CH:32][CH:31]=[C:30]([CH3:39])[CH:29]=3)[C:28](=[O:40])[C:27]=2[CH:26]=1. Procedure: This was then treated with sulphuric acid as described for 2-methyl-6-fluoro-9-thioxanthone. The resulting substance consisted mainly of 2-trifluoro-6-methyl-9-thioxanthone with some 2-trifluoromethyl-8-methyl-9-thioxanthone. When boiling this mixture with acetone the more soluble 8-methyl-compound will go into solution. The remaining 2-trifluoromethyl-6-methyl-9-thioxanthone was obtained as a yellow crystalline substance, which melts at 174-178 degrees Centigrade.--Yield: 80 grams. The product is FC(C1=CC=2C(C3=CC=C(C=C3SC2C=C1)C)=O)(F)F (2-trifluoromethyl-6-methyl-9-thioxanthone).